Dataset: the Open Reaction Database (ORD), a public repository of structured organic reaction records. Task: describe an organic reaction: reactants, conditions, products, and yield The reactants are C(C#C)N (propargylamine), [I-].[K+] (potassium iodide), ClC=1C=CC2=C(C(=NCC=3N2C(=NN3)CCl)C3=C(C=CC=C3)Cl)C1 (8-chloro-1-(chloromethyl)-6-(o-chlorophenyl)-4H-s-triazolo[4,3-a]-[1,4]benzodiazepine), CN(C=O)C (dimethylformamide). Yields the product C(C#C)C1(C=2N(C3=C(C(=N1)C1=C(C=CC=C1)Cl)C=CC=C3)C(=NN2)C)N ((2-propynyl)amino[methyl]-6-(o-chlorophenyl)-4H-s-triazolo[4,3-a][1,4]benzodiazepine). Reaction SMILES: Cl[C:2]1[CH:3]=[CH:4][C:5]2[N:11]3[C:12]([CH2:15]Cl)=[N:13][N:14]=[C:10]3[CH2:9][N:8]=[C:7]([C:17]3[CH:22]=[CH:21][CH:20]=[CH:19][C:18]=3[Cl:23])[C:6]=2[CH:24]=1.[CH2:25](N)[C:26]#[CH:27].[I-].[K+].C[N:32](C)C=O>>[CH2:27]([C:9]1([NH2:32])[N:8]=[C:7]([C:17]2[CH:22]=[CH:21][CH:20]=[CH:19][C:18]=2[Cl:23])[C:6]2[CH:24]=[CH:2][CH:3]=[CH:4][C:5]=2[N:11]2[C:12]([CH3:15])=[N:13][N:14]=[C:10]12)[C:26]#[CH:25] |f:2.3|. Procedure: In the manner given in Preparation 19, 8-chloro-1-(chloromethyl)-6-(o-chlorophenyl)-4H-s-triazolo[4,3-a]-[1,4]benzodiazepine in dimethylformamide is reacted at room temperature with propargylamine in the presence of potassium iodide to give 8-chloro-1-[[(2-propynyl)amino[methyl]-6-(o-chlorophenyl)-4H-s-triazolo[4,3-a][1,4]benzodiazepine. Preparation 21 8-Fluoro-1-[[(2-propynyl)amino]methyl]-6-(o-chlorophenyl)-4H-s-triazolo[4,3-a][1,4]benzodiazepine Starting materials: Cc1cc(N)n[nH]1, CCO, CCN(C(C)C)C(C)C, O=[N+]([O-])c1cc(F)c(F)nc1F. The product is Cc1cc(Nc2nc(F)c(F)cc2[N+](=O)[O-])n[nH]1. RXN SMILES: [CH3:13][c:14]1[cH:15][c:16]([NH2:19])[n:17][nH:18]1.[CH3:29][CH2:30][OH:31].[CH:20]([N:21]([CH2:22][CH3:23])[CH:24]([CH3:25])[CH3:26])([CH3:27])[CH3:28].[F:1][c:2]1[n:3][c:4]([F:12])[c:5]([N+:9](=[O:10])[O-:11])[cH:6][c:7]1[F:8]>>[F:1][c:2]1[n:3][c:4]([NH:19][c:16]2[cH:15][c:14]([CH3:13])[nH:18][n:17]2)[c:5]([N+:9](=[O:10])[O-:11])[cH:6][c:7]1[F:8]. Starting materials: ClC1C=CC=C2C=CC=C3C(=C21)C=CC=C3 (chlorodibenzocycloheptene), N1CCNCC1 (piperazine). Solvent: C(Cl)(Cl)Cl (chloroform), C(Cl)(Cl)Cl (chloroform). Reaction conditions: time 2 day. Product: C1=CC=CC=2C(C3=C(C=CC21)C=CC=C3)N3CCNCC3 (4-(5H-dibenzo[a,d]cyclohepten-5-yl)piperazine). Isolated yield 100.0%. Reaction SMILES: Cl[CH:2]1[C:12]2[C:6]([CH:7]=[CH:8][CH:9]=[C:10]3[CH:16]=[CH:15][CH:14]=[CH:13][C:11]3=2)=[CH:5][CH:4]=[CH:3]1.[NH:17]1[CH2:22][CH2:21][NH:20][CH2:19][CH2:18]1>C(Cl)(Cl)Cl>[CH:16]1[C:10]2[CH:9]=[CH:8][C:7]3[CH:6]=[CH:5][CH:4]=[CH:3][C:2]=3[CH:12]([N:17]3[CH2:22][CH2:21][NH:20][CH2:19][CH2:18]3)[C:11]=2[CH:13]=[CH:14][CH:15]=1. Reported procedure: The chlorodibenzocycloheptene intermediate thus prepared was dissolved in 50 milliliters of chloroform, the solution added dropwise to a solution of 41.3 grams (480 millimoles) of piperazine in 150 milliliters of chloroform and the resulting mixture stirred for two days. At the end of this time, the mixture was washed successively with 20 percent sodium hydroxide, water, and brine, then dried over potassium carbonate. The drying agent was filtered off and the solvent vaporized to obtain 6.70 gra... The reactants are C(C)(OCC)([O-])[O-] (ethyl ortho-acetate), C#CC(CC)O (1-pentyn-3-ol), C(CCC)(=O)O (butyric acid). Solvent: C(C)O (ethanol). The product is C(CC=C=CCC)(=O)OCC (ethyl 3,4-heptadienoate). Isolated yield 97.0%. RXN SMILES: [C:1]([O-:7])([O-])([O:3][CH2:4][CH3:5])[CH3:2].[CH:8]#[C:9][CH:10](O)[CH2:11][CH3:12].C(O)(=O)CCC>C(O)C>[C:1]([O:3][CH2:4][CH3:5])(=[O:7])[CH2:2][CH:8]=[C:9]=[CH:10][CH2:11][CH3:12]. Procedure: A 200 ml- capacity three-necked flask was charged with 78 g of ethyl ortho-acetate, 20 g of 1-pentyn-3-ol and 2.0 g of butyric acid and was heated at 117° to 122°C. and ethanol formed as a by-product was distilled off. Even after completion of the distillation of the ethanol, the mixture was agitated at the above temperature for several hours. After complete extinction of the starting alcohol was confirmed by the gas chromatography, the reaction mixture was subjected to distillation under reduce... Starting materials: C(=O)(O)[O-].[Na+] (NaHCO3), NaHB(OAc)3, C(=O)(O)[O-].[Na+] (NaHCO3), O=CC[C@@H](C1=CC=CC=C1)NC(OC(C)(C)C)=O (tert-Butyl [(1S)-3-oxo-1-phenylpropyl]carbamate), Cl.NC1(CCCC1)C(=O)OC (methyl 1-aminocyclopentanecarboxylate hydrochloride), CCN(C(C)C)C(C)C (Hunig's base). Solvent: O (Water), C(Cl)(Cl)Cl (chloroform). Conditions: time 20 minute. Yields the product Cl.Cl.N[C@@H](CCNC1(CCCC1)C(=O)OC)C1=CC=CC=C1 (Methyl 1-{[(3S)-3-amino-3-phenylpropyl]amino}cyclopentanecarboxylate bis-hydrochloride). As a reaction SMILES: O=[CH:2][CH2:3][C@H:4]([NH:11]C(=O)OC(C)(C)C)[C:5]1[CH:10]=[CH:9][CH:8]=[CH:7][CH:6]=1.[ClH:19].[NH2:20][C:21]1([C:26]([O:28][CH3:29])=[O:27])[CH2:25][CH2:24][CH2:23][CH2:22]1.CCN(C(C)C)C(C)C.C([O-])(O)=O.[Na+]>C(Cl)(Cl)Cl.O>[ClH:19].[ClH:19].[NH2:11][C@H:4]([C:5]1[CH:6]=[CH:7][CH:8]=[CH:9][CH:10]=1)[CH2:3][CH2:2][NH:20][C:21]1([C:26]([O:28][CH3:29])=[O:27])[CH2:25][CH2:24][CH2:23][CH2:22]1 |f:1.2,4.5,8.9.10|. Reported procedure: To a solution of tert-butyl [(1S)-3-oxo-1-phenylpropyl]carbamate from Step B (0.820 g, 3.29 mmol) and methyl 1-aminocyclopentanecarboxylate hydrochloride (0.591 g, 3.29 mmol) in chloroform (33 mL) was added Hunig's base (0.574 mL, 3.29 mmol). After stirring at ambient temperature for 20 min, NaHB(OAc)3 (1.74 g, 8.22 mmol) was added as a solid. Upon completion of the reaction, saturated aqueous NaHCO3 (3 mL) was added and the mixture was allowed to stir for at least 2 h. Water (5 mL) and addition... Reactants: [N+](=O)([O-])C1=CC=C(OCCCCN2C(C3=CC=CC=C3C2=O)=O)C=C1 (2-[4-(4-Nitrophenoxy)butyl]-1H-isoindole-1,3 (2H)-dione). Reagents/catalysts: [Pd] (Pd on carbon). Run in C(C)O (ethanol). Yields the product NC1=CC=C(OCCCCN2C(C3=CC=CC=C3C2=O)=O)C=C1 (2-[4-(4-Aminophenoxy)butyl]-1H-isoindole-1,3(2H)-dione). Reaction SMILES: [N+:1]([C:4]1[CH:25]=[CH:24][C:7]([O:8][CH2:9][CH2:10][CH2:11][CH2:12][N:13]2[C:21](=[O:22])[C:20]3[C:15](=[CH:16][CH:17]=[CH:18][CH:19]=3)[C:14]2=[O:23])=[CH:6][CH:5]=1)([O-])=O>C(O)C.[Pd]>[NH2:1][C:4]1[CH:5]=[CH:6][C:7]([O:8][CH2:9][CH2:10][CH2:11][CH2:12][N:13]2[C:14](=[O:23])[C:15]3[C:20](=[CH:19][CH:18]=[CH:17][CH:16]=3)[C:21]2=[O:22])=[CH:24][CH:25]=1. Reported procedure: A suspension of 6.8 g of 2-[4-(4-nitro-phenoxy)butyl]-1H-isoindole-1,3(2H)-dione (Example 33) in 200 ml of ethanol is treated with 500 mg of 10% Pd on carbon, and reduced in a Parr hydrogenator. After filtration, concentration of the filtrate gives the desired product, m.p. 119°-121° C.; yield 4.3 g. Starting materials: C1(=CC=CC=C1)NC(NN)=S (4-phenylthiosemicarbazide), ClCC(=O)CC(C)=O (3-chloroacetyl acetone). Run in O1CCCC1 (tetrahydrofuran). Conditions: time 12 hour. Yields the product N(C1=CC=CC=C1)C1=NNC(=C1C(C)=O)C (3-anilino-4-acetyl-5-methylpyrazole). Reaction SMILES: [C:1]1([NH:7][C:8](=S)[NH:9][NH2:10])[CH:6]=[CH:5][CH:4]=[CH:3][CH:2]=1.Cl[CH2:13][C:14]([CH2:16][C:17](=O)[CH3:18])=[O:15]>O1CCCC1>[NH:7]([C:8]1[C:16]([C:14](=[O:15])[CH3:13])=[C:17]([CH3:18])[NH:10][N:9]=1)[C:1]1[CH:6]=[CH:5][CH:4]=[CH:3][CH:2]=1. Procedure: 50 g of 4-phenylthiosemicarbazide is suspended in 300 ml of tetrahydrofuran and 0.5 ml of concentrated HCL is added. Then 40.4 g of 3-chloroacetyl acetone is allowed to run in all at once and the whole is cooled with an ice-bath. After 12 hours' stirring, the precipitate formed is suction filtered, washed with acetone and then boiled in a water/acetone mixture (1:1). This hot solution is filtered off from the sulfur and neutralized with aqueous ammonia solution. The product is then suction filte... Reactants: N[C@H]1[C@@H]2N(C(=C(CS2)CSC2=CC(OC2)=O)C(=O)OC(C2=CC=CC=C2)C2=CC=CC=C2)C1=O (diphenylmethyl 7β-amino-3-(2,5-dihydro-2-oxofuran-4-ylthiomethyl)ceph-3-em-4-carboxylate), Cl.C(C1=CC=CC=C1)(C1=CC=CC=C1)(C1=CC=CC=C1)NC=1SC=C(N1)/C(/C(=O)O)=N/OC (2-(2-tritylaminothiazol-4-yl)-2-(Z)-methoxyiminoacetic acid hydrochloride), C(C)(C)N(C(C)C)CC (N,N-diisopropylethylamine), CS(=O)(=O)Cl (methanesulphonyl chloride). Run in CN(C=O)C (dimethylformamide), N1=CC=CC=C1 (pyridine), CN(C=O)C (dimethylformamide). Run at time 30 minute. The product is O=C1OCC(=C1)SCC=1CS[C@H]2N(C1C(=O)OC(C1=CC=CC=C1)C1=CC=CC=C1)C([C@H]2NC(\C(=N/OC)\C=2N=C(SC2)NC(C2=CC=CC=C2)(C2=CC=CC=C2)C2=CC=CC=C2)=O)=O (Diphenylmethyl 3-(2,5-Dihydro-2-oxofuran-4-ylthiomethyl)-7β-[2-(2-tritylaminothiazol-4-yl)-2-(Z)-methoxyiminoacetamido]ceph-3-em-4-carboxylate). Isolated yield 76.5%. Reaction SMILES: Cl.[C:2]([NH:21][C:22]1[S:23][CH:24]=[C:25](/[C:27](=[N:31]/[O:32][CH3:33])/[C:28](O)=[O:29])[N:26]=1)([C:15]1[CH:20]=[CH:19][CH:18]=[CH:17][CH:16]=1)([C:9]1[CH:14]=[CH:13][CH:12]=[CH:11][CH:10]=1)[C:3]1[CH:8]=[CH:7][CH:6]=[CH:5][CH:4]=1.C(N(CC)C(C)C)(C)C.CS(Cl)(=O)=O.[NH2:48][C@@H:49]1[C:80](=[O:81])[N:51]2[C:52]([C:64]([O:66][CH:67]([C:74]3[CH:79]=[CH:78][CH:77]=[CH:76][CH:75]=3)[C:68]3[CH:73]=[CH:72][CH:71]=[CH:70][CH:69]=3)=[O:65])=[C:53]([CH2:56][S:57][C:58]3[CH2:62][O:61][C:60](=[O:63])[CH:59]=3)[CH2:54][S:55][C@H:50]12>CN(C)C=O.N1C=CC=CC=1>[O:63]=[C:60]1[CH:59]=[C:58]([S:57][CH2:56][C:53]2[CH2:54][S:55][C@@H:50]3[C@H:49]([NH:48][C:28](=[O:29])/[C:27](/[C:25]4[N:26]=[C:22]([NH:21][C:2]([C:9]5[CH:14]=[CH:13][CH:12]=[CH:11][CH:10]=5)([C:3]5[CH:4]=[CH:5][CH:6]=[CH:7][CH:8]=5)[C:15]5[CH:20]=[CH:19][CH:18]=[CH:17][CH:16]=5)[S:23][CH:24]=4)=[N:31]\[O:32][CH3:33])[C:80](=[O:81])[N:51]3[C:52]=2[C:64]([O:66][CH:67]([C:74]2[CH:75]=[CH:76][CH:77]=[CH:78][CH:79]=2)[C:68]2[CH:73]=[CH:72][CH:71]=[CH:70][CH:69]=2)=[O:65])[CH2:62][O:61]1 |f:0.1|. Reported procedure: A stirred solution of 2-(2-tritylaminothiazol-4-yl)-2-(Z)-methoxyiminoacetic acid hydrochloride (528 mg) and N,N-diisopropylethylamine (0.383 ml) in dry dimethylformamide (4 ml) was cooled to -55° to -60° C. and methanesulphonyl chloride (0.085 ml) was added. The mixture was stirred at the same temperature for 30 mins, and then diphenylmethyl 7β-amino-3-(2,5-dihydro-2-oxofuran-4-ylthiomethyl)ceph-3-em-4-carboxylate (494 mg), dimethylformamide (2 ml) and pyridine (0.08 ml) were added. The mixture... The product is N1(C=NC2=C1C=CC=C2)C=2SC(=C(N2)OCC2=C(C=CC=C2)C(F)(F)F)C(=O)N (2-(1H-Benzimidazol-1-yl)-4-({[2-(trifluoromethyl)phenyl]methyl}-oxy)-1,3-thiazole-5-carboxamide). The reactants are ClC=1SC(=C(N1)OCC1=C(C=CC=C1)C(F)(F)F)C(=O)N (2-chloro-4-({[2-(trifluoromethyl)phenyl]methyl}oxy)-1,3-thiazole-5-carboxamide), N1=CNC2=C1C=CC=C2 (benzimidazole), C(=O)([O-])[O-].[K+].[K+] (K2CO3). Procedure details: A solution of 2-chloro-4-({[2-(trifluoromethyl)phenyl]methyl}oxy)-1,3-thiazole-5-carboxamide (0.050 g, 0.14 mmol) and benzimidazole (0.010 g, 0.08 mmol) in DMF (4 mL) was heated at 75° C. in the presence of K2CO3 (0.011 g, 0.08 mmol) for 12 h. After the reaction mixture had cooled to rt, it was diluted with EtOAc (10 mL), washed with H2O (4×10 mL), dried over MgSO4, filtered and concentrated in vacuo. The residue was purified by preparative HPLC to afford the title compound. 1H NMR (400 MHz, CDC... The solvent is CCOC(=O)C (EtOAc), CN(C)C=O (DMF). Reaction SMILES: Cl[C:2]1[S:3][C:4]([C:19]([NH2:21])=[O:20])=[C:5]([O:7][CH2:8][C:9]2[CH:14]=[CH:13][CH:12]=[CH:11][C:10]=2[C:15]([F:18])([F:17])[F:16])[N:6]=1.[N:22]1[C:26]2[CH:27]=[CH:28][CH:29]=[CH:30][C:25]=2[NH:24][CH:23]=1.C([O-])([O-])=O.[K+].[K+]>CN(C=O)C.CCOC(C)=O>[N:22]1([C:2]2[S:3][C:4]([C:19]([NH2:21])=[O:20])=[C:5]([O:7][CH2:8][C:9]3[CH:14]=[CH:13][CH:12]=[CH:11][C:10]=3[C:15]([F:18])([F:17])[F:16])[N:6]=2)[C:26]2[CH:27]=[CH:28][CH:29]=[CH:30][C:25]=2[N:24]=[CH:23]1 |f:2.3.4|. Reactants: hydrochloride salt, CC1=NC2=C(N1[C@H]1CC[C@H](CC1)N)C=CC(=C2)C (cis-4-(2,5-dimethyl-benzoimidazol-1-yl)-cyclohexylamine), ClC=1C=C2CC(CC2=CC1)C=O (5-chloro-indan-2-carbaldehyde). The product is ClC=1C=C2CC(CC2=CC1)CN[C@@H]1CC[C@@H](CC1)N1C(=NC2=C1C=CC(=C2)C)C (cis-(5-Chloro-indan-2-ylmethyl)-[4-(2,5-dimethyl-benzoimidazol-1-yl)-cyclohexyl]-amine). RXN SMILES: [CH3:1][C:2]1[N:6]([C@@H:7]2[CH2:12][CH2:11][C@H:10]([NH2:13])[CH2:9][CH2:8]2)[C:5]2[CH:14]=[CH:15][C:16]([CH3:18])=[CH:17][C:4]=2[N:3]=1.[Cl:19][C:20]1[CH:21]=[C:22]2[C:26](=[CH:27][CH:28]=1)[CH2:25][CH:24]([CH:29]=O)[CH2:23]2>>[Cl:19][C:20]1[CH:21]=[C:22]2[C:26](=[CH:27][CH:28]=1)[CH2:25][CH:24]([CH2:29][NH:13][C@H:10]1[CH2:9][CH2:8][C@@H:7]([N:6]3[C:5]4[CH:14]=[CH:15][C:16]([CH3:18])=[CH:17][C:4]=4[N:3]=[C:2]3[CH3:1])[CH2:12][CH2:11]1)[CH2:23]2. Procedure details: This compound was prepared from the hydrochloride salt of cis-4-(2,5-dimethyl-benzoimidazol-1-yl)-cyclohexylamine and 5-chloro-indan-2-carbaldehyde. 1H-NMR is consistent with the assigned structure, LC-MS showed a single peak, C25H30ClN3 (m/e) calcd 407.2128, obsd 408.2 (M+H).